From a dataset of the Open Reaction Database (ORD), a public repository of structured organic reaction records. describe an organic reaction: reactants, conditions, products, and yield Reactants: C(Cl)Cl (CH2Cl2), ClC=1C=CC(=C(C1)F)[N+](=O)[O-] (5-chloro-2-nitrofluorobenzene), C(C=1C(S)=CC=CC1)(=O)OC (methyl thiosalicylate), C(=O)([O-])[O-].[Cs+].[Cs+] (Cs2CO3). The solvent is CN(C)C=O (DMF). Run at time 2 hour. The product is COC(C1=C(C=CC=C1)SC1=C(C=C(C=C1)Cl)[N+](=O)[O-])=O (2-(4-Chloro-2-nitro-phenylsulfanyl)-benzoic acid methyl ester). Isolated yield 92.0%. Reaction SMILES: Cl[C:2]1[CH:3]=[CH:4][C:5]([N+:9]([O-:11])=[O:10])=[C:6](F)[CH:7]=1.[C:12]([O:21][CH3:22])(=[O:20])[C:13]1[C:14](=[CH:16][CH:17]=[CH:18][CH:19]=1)[SH:15].C([O-])([O-])=O.[Cs+].[Cs+].C(Cl)[Cl:30]>CN(C=O)C>[CH3:22][O:21][C:12](=[O:20])[C:13]1[CH:19]=[CH:18][CH:17]=[CH:16][C:14]=1[S:15][C:6]1[CH:7]=[CH:2][C:3]([Cl:30])=[CH:4][C:5]=1[N+:9]([O-:11])=[O:10] |f:2.3.4|. Procedure details: To a mixture of 5-chloro-2-nitrofluorobenzene (176 mg, 1 mmol) and methyl thiosalicylate (275 μL, 2 mmol) in DMF (5 mL) was added Cs2CO3 (652 mg, 2 mmol) and the resulting mixture was stirred at room temperature for 2 h. The mixture was diluted with CH2Cl2, washed with water, dried (Na2SO4), concentrated and flash chromatographed (SiO2, heptane:toluene, 1:10-1:4) to give 300 mg (92%) of the title compound (189JO09). 1H NMR (CDCl3) δ 8.15 (d, 1H J=2.4 Hz), 7.94 (m, 1H), 7.53-7.46 (m, 3H), 7.34 (d... Reactants: BrC=1C(=C(C(=NC1)N)[N+](=O)[O-])N1CCN(CC1)CC1=CC=C(C=C1)F (5-bromo-4-(4-(4-fluorobenzyl)piperazin-1-yl)-3-nitropyridin-2-amine), C(C1=CC=C(C=C1)OC)=O (p-anisaldehyde), [O-]S(=O)S(=O)[O-].[Na+].[Na+] (Na2S2O4). The solvent is CCO (EtOH), CCO (EtOH). Reaction conditions: temperature 85 celsius. Product: BrC=1C(=C2C(=NC1)NC(=N2)C2=CC=C(C=C2)OC)N2CCN(CC2)CC2=CC=C(C=C2)F (6-Bromo-7-(4-(4-fluorobenzyl)piperazin-1-yl)-2-(4-methoxyphenyl)-3H-imidazo[4,5-b]pyridine). Reaction SMILES: [Br:1][C:2]1[C:3]([N:12]2[CH2:17][CH2:16][N:15]([CH2:18][C:19]3[CH:24]=[CH:23][C:22]([F:25])=[CH:21][CH:20]=3)[CH2:14][CH2:13]2)=[C:4]([N+:9]([O-])=O)[C:5]([NH2:8])=[N:6][CH:7]=1.[CH:26](=O)[C:27]1[CH:32]=[CH:31][C:30]([O:33][CH3:34])=[CH:29][CH:28]=1.[O-]S(S([O-])=O)=O.[Na+].[Na+]>CCO>[Br:1][C:2]1[C:3]([N:12]2[CH2:17][CH2:16][N:15]([CH2:18][C:19]3[CH:24]=[CH:23][C:22]([F:25])=[CH:21][CH:20]=3)[CH2:14][CH2:13]2)=[C:4]2[N:9]=[C:26]([C:27]3[CH:32]=[CH:31][C:30]([O:33][CH3:34])=[CH:29][CH:28]=3)[NH:8][C:5]2=[N:6][CH:7]=1 |f:2.3.4|. Procedure: To a mixture of 5-bromo-4-(4-(4-fluorobenzyl)piperazin-1-yl)-3-nitropyridin-2-amine (0.120 g, 0.30 mmol) and EtOH (5 mL), was added p-anisaldehyde (0.045 g, 0.33 mmol) in EtOH (1.8 mL), followed by a freshly prepared aqueous solution of Na2S2O4 (1M; 0.9 mL, 0.9 mmol). The reaction mixture was heated at 85° C. for 24 h, then allowed to cool to room temperature and the solvents were removed in vacuo. The residue was absorbed on silica gel and purified by column chromatography on a Biotage SP1 syst... The solvent is CC(=O)C (acetone). Starting materials: 11, CCCCC[C@@H](/C=C/[C@H]1[C@@H](C[C@@H]([C@@H]1C/C=C\CCCC(=O)O)O)O)O (PGF2alpha), C1(=NNCCCCCCCC1)C1=CCCCCCCCCC1 (diazabicycloundecene), C(CC)I (propyl iodide). The product is CCCCC[C@@H](/C=C/[C@H]1[C@@H](C[C@@H]([C@@H]1C/C=C\CCCC(=O)OC(C)C)O)O)O (PGF2alpha -1-isopropyl ester). Reported procedure: 20 mg (0,056 mmol) of 11 epi PGF2alpha (Cayman Chemicals, U.S.) were dissolved in acetone at room temperature. To this solution were added 54.5 mg (0.336 mmol) of diazabicycloundecene (DBu) and 76.15 mg (0.448 mmol) of propyl iodide, whereupon the mixture was left to stand at room temperature for 8 hours. The solvent was removed in vacuo, the residue then being dissolved in 50 ml of ethyl acetate, washed with 20 ml of water, 20 ml of 3% citric acid and 5% sodium hydrogen carbonate; thereafter th... Run at time 8 hour. RXN SMILES: [CH3:1][CH2:2][CH2:3][CH2:4][CH2:5][C@H:6]([OH:25])/[CH:7]=[CH:8]/[C@@H:9]1[C@@H:13]([CH2:14]/[CH:15]=[CH:16]\[CH2:17][CH2:18][CH2:19][C:20]([OH:22])=[O:21])[C@@H:12]([OH:23])[CH2:11][C@H:10]1[OH:24].[C:26]1([C:37]2CCCCCCCCCC=2)[CH2:36]CCCCCCCNN=1.C(I)CC>CC(C)=O>[CH3:1][CH2:2][CH2:3][CH2:4][CH2:5][C@H:6]([OH:25])/[CH:7]=[CH:8]/[C@@H:9]1[C@@H:13]([CH2:14]/[CH:15]=[CH:16]\[CH2:17][CH2:18][CH2:19][C:20]([O:22][CH:26]([CH3:37])[CH3:36])=[O:21])[C@@H:12]([OH:23])[CH2:11][C@H:10]1[OH:24]. The reactants are C1(=CC=CC=C1)S (thiophenol), C1(=CC=C(C=C1)S(=O)(=O)O)C.NC(C#N)C#N (2-aminomalononitrile p-toluenesulfonate), C([O-])([O-])=O.[Na+].[Na+] (sodium carbonate). Run in C(C)#N (acetonitrile). Conditions: time 10 hour. The product is C1(=CC=C(C=C1)S(=O)(=O)O)C (p-toluenesulfonic acid). Yield: 147.1%. As a reaction SMILES: C1(S)C=CC=CC=1.[C:8]1([CH3:18])[CH:13]=[CH:12][C:11]([S:14]([OH:17])(=[O:16])=[O:15])=[CH:10][CH:9]=1.NC(C#N)C#N.C(=O)([O-])[O-].[Na+].[Na+]>C(#N)C>[C:8]1([CH3:18])[CH:9]=[CH:10][C:11]([S:14]([OH:17])(=[O:15])=[O:16])=[CH:12][CH:13]=1 |f:1.2,3.4.5|. Procedure: To a stirred suspension of thiophenol (10.5 g) and 2-aminomalononitrile p-toluenesulfonate (20 g) in acetonitrile (400 ml) was added sodium carbonate (21 g) at room temperature. After stirring for 10 hours, the solid residue was filtered and a half volume of the filtrate was evaporated under reduced. pressure to give the residue to which p-toluenesulfonic acid (20 g) was added. A precipitate solid formed was collected by filtration and thoroughly washed successively with acetonitrile and n-hexan... Starting materials: CC(C)C1COCc2nc3c(N)nc4cc(OCc5ccccc5)ccc4c3n21, CCO. The product is CC(C)C1COCc2nc3c(N)nc4cc(O)ccc4c3n21. RXN SMILES: [CH2:1]([c:2]1[cH:3][cH:4][cH:5][cH:6][cH:7]1)[O:8][c:9]1[cH:10][cH:11][c:12]2[c:13]3[c:14]([c:15]([NH2:19])[n:16][c:17]2[cH:18]1)[n:20][c:21]1[n:22]3[CH:23]([CH:27]([CH3:28])[CH3:29])[CH2:24][O:25][CH2:26]1.[CH3:30][CH2:31][OH:32]>>[OH:8][c:9]1[cH:10][cH:11][c:12]2[c:13]3[c:14]([c:15]([NH2:19])[n:16][c:17]2[cH:18]1)[n:20][c:21]1[n:22]3[CH:23]([CH:27]([CH3:28])[CH3:29])[CH2:24][O:25][CH2:26]1.